This data is from the Open Reaction Database (ORD), a public repository of structured organic reaction records. The task is: describe an organic reaction: reactants, conditions, products, and yield The reactants are COCc1cc2cnc(SC)nc2n(C2CCCC2)c1=O, ClCCl, O=S(=O)(c1ccccc1)N1OC1c1ccccc1. Product: COCc1cc2cnc(S(C)=O)nc2n(C2CCCC2)c1=O. As a reaction SMILES: [CH:1]1([n:6]2[c:7](=[O:21])[c:8]([CH2:18][O:19][CH3:20])[cH:9][c:10]3[c:11]2[n:12][c:13]([S:16][CH3:17])[n:14][cH:15]3)[CH2:2][CH2:3][CH2:4][CH2:5]1.[Cl:40][CH2:41][Cl:42].[c:22]1([S:23]([N:24]2[CH:25]([c:26]3[cH:27][cH:28][cH:30][cH:31][cH:32]3)[O:33]2)(=[O:29])=[O:34])[cH:35][cH:36][cH:37][cH:38][cH:39]1>>[CH:1]1([n:6]2[c:7](=[O:21])[c:8]([CH2:18][O:19][CH3:20])[cH:9][c:10]3[c:11]2[n:12][c:13]([S:16]([CH3:17])=[O:29])[n:14][cH:15]3)[CH2:2][CH2:3][CH2:4][CH2:5]1.